Dataset: the Open Reaction Database (ORD), a public repository of structured organic reaction records. Task: describe an organic reaction: reactants, conditions, products, and yield Starting materials: ClCCCSC1=C(C(=NC=C1)CSC1=CC=NC=C1)C (4-(3-chloropropylthio)-3-methyl-2-[(4-pyridinylthio)methyl]pyridine), ClC1=CC=C(S1)CN1CCNCC1 ([1-(5-chlorothiophen-2-yl)methyl]piperazine), C([O-])([O-])=O.[K+].[K+] (potassium carbonate). Product: Cl.Cl.Cl.ClC1=CC=C(S1)CN1CCN(CC1)CCCSC1=C(C(=NC=C1)CSC1=CC=NC=C1)C (4-{3-[4-(5-Chloro-2-thienylmethyl)-1-piperazinyl]propylthio}-3-methyl-2-[(4-pyridinylthio)methyl]pyridine trihydrochloride). Yield: 79.0%. Reaction SMILES: [Cl:1][CH2:2][CH2:3][CH2:4][S:5][C:6]1[CH:11]=[CH:10][N:9]=[C:8]([CH2:12][S:13][C:14]2[CH:19]=[CH:18][N:17]=[CH:16][CH:15]=2)[C:7]=1[CH3:20].[Cl:21][C:22]1[S:26][C:25]([CH2:27][N:28]2[CH2:33][CH2:32][NH:31][CH2:30][CH2:29]2)=[CH:24][CH:23]=1.C(=O)([O-])[O-].[K+].[K+]>>[ClH:1].[ClH:21].[ClH:1].[Cl:21][C:22]1[S:26][C:25]([CH2:27][N:28]2[CH2:33][CH2:32][N:31]([CH2:2][CH2:3][CH2:4][S:5][C:6]3[CH:11]=[CH:10][N:9]=[C:8]([CH2:12][S:13][C:14]4[CH:19]=[CH:18][N:17]=[CH:16][CH:15]=4)[C:7]=3[CH3:20])[CH2:30][CH2:29]2)=[CH:24][CH:23]=1 |f:2.3.4,5.6.7.8|. Procedure details: According to the procedure indicated in Example 7, reaction of 4-(3-chloropropylthio)-3-methyl-2-[(4-pyridinylthio)methyl]pyridine with [1-(5-chlorothiophen-2-yl)methyl]piperazine and potassium carbonate gives, after crystallization from isopropanol/acetone/conc. hydrochloric acid, the title compound; m.p. 160-162° C., dec.; yield 79% of theory. Solvent: CO (MeOH), CN(C)C=O (DMF). The yield is 13.0%. Reaction conditions: time 5 minute. Reported procedure: To the solution of 5-bromo-N*3*-quinazolin-6-ylmethyl-pyrazine-2,3-diamine (1.02 g) in anhydrous DMF (12 mL) was added isoamyl nitrite (0.5 mL, 1.2 eq) at 0° C. dropwise. The ice bath was removed and the mixture was stirred for 5 minutes at room temperature, then at 70° C. for three hours. The reaction was cooled down to ambient temperature and quenched by 3 ml Sat'd Na2SO3. A precipitate was formed, and filtered. The mother liquor was extracted with ethyl acetate (2×200 ml) twice, and the combi... Product: BrC1=CN=C2C(=N1)N(N=N2)CC=2C=C1C=NC=NC1=CC2 (6-(6-Bromo-[1,2,3]triazolo[4,5-b]pyrazin-1-ylmethyl)-quinazoline). Reactants: BrC=1N=C(C(=NC1)N)NCC=1C=C2C=NC=NC2=CC1 (5-bromo-N*3*-quinazolin-6-ylmethyl-pyrazine-2,3-diamine), N(=O)OCCC(C)C (isoamyl nitrite). As a reaction SMILES: [Br:1][C:2]1[N:3]=[C:4]([NH:9][CH2:10][C:11]2[CH:12]=[C:13]3[C:18](=[CH:19][CH:20]=2)[N:17]=[CH:16][N:15]=[CH:14]3)[C:5]([NH2:8])=[N:6][CH:7]=1.[N:21](OCCC(C)C)=O>CN(C=O)C.CO>[Br:1][C:2]1[N:3]=[C:4]2[N:9]([CH2:10][C:11]3[CH:12]=[C:13]4[C:18](=[CH:19][CH:20]=3)[N:17]=[CH:16][N:15]=[CH:14]4)[N:21]=[N:8][C:5]2=[N:6][CH:7]=1. Starting materials: NC1=NC=C(C(=O)O)C=C1 (6-aminonicotinic acid), solution, C[Si](C)(C)C=[N+]=[N-] (trimethylsilyldiazomethane). Solvent: CO (MeOH), CC#N (MeCN), C(Cl)Cl (CH2Cl2). Run at time 0.5 hour. The product is NC1=NC=C(C(=O)OC)C=C1 (methyl 6aminonicotinate). Reaction SMILES: [NH2:1][C:2]1[CH:10]=[CH:9][C:5]([C:6]([OH:8])=[O:7])=[CH:4][N:3]=1.[CH3:11][Si](C=[N+]=[N-])(C)C>CO.CC#N.C(Cl)Cl>[NH2:1][C:2]1[CH:10]=[CH:9][C:5]([C:6]([O:8][CH3:11])=[O:7])=[CH:4][N:3]=1. Procedure: To a suspension of 6-aminonicotinic acid (1.00 g, 7.24 mmol) in MeOH (20 ml) and MeCN (10 ml) was added 10% solution of trimethylsilyldiazomethane in CH2Cl2 (25 ml) at room temperature. After stirring at room temperature for 0.5 h, the solvent was evaporated to give crude methyl 6aminonicotinate as a yellow solid. Title compound was prepared from this crude methyl 6-aminonicotinate in 17% yield according to a procedure similar to that described in Preparation 6. Yields the product CCOC(Cc1ccc(OCC=C(C)c2cc(Br)cc(Br)c2)cc1)C(=O)O. The reactants are CCOC(=O)C(Cc1ccc(OCC=C(C)c2cc(Br)cc(Br)c2)cc1)OCC, [Na+], [OH-]. Reaction SMILES: [Br:1][c:2]1[cH:3][c:4]([C:9](=[CH:10][CH2:11][O:12][c:13]2[cH:14][cH:15][c:16]([CH2:19][CH:20]([C:21](=[O:22])[O:23][CH2:24][CH3:25])[O:26][CH2:27][CH3:28])[cH:17][cH:18]2)[CH3:29])[cH:5][c:6]([Br:8])[cH:7]1.[Na+:31].[OH-:30]>>[Br:1][c:2]1[cH:3][c:4]([C:9](=[CH:10][CH2:11][O:12][c:13]2[cH:14][cH:15][c:16]([CH2:19][CH:20]([C:21](=[O:22])[OH:23])[O:26][CH2:27][CH3:28])[cH:17][cH:18]2)[CH3:29])[cH:5][c:6]([Br:8])[cH:7]1. The reactants are OCCN(C(OC(C)(C)C)=O)C (tert-butyl 2-hydroxyethyl(methyl)carbamate), ClC=1C=C(C(=O)Cl)C=CC1 (3-chlorobenzoyl chloride), N1=CC=CC=C1 (pyridine). Solvent: C(C)(=O)OCC (Ethyl acetate), C(C)(=O)OCC (ethyl acetate). Reaction conditions: time 1 hour. Product: Cl.ClC=1C=C(C(=O)OCCNC)C=CC1 (2-(Methylamino)ethyl 3-chlorobenzoate Hydrochloride). The yield is 146.5%. As a reaction SMILES: [OH:1][CH2:2][CH2:3][N:4](C)[C:5](=O)OC(C)(C)C.[Cl:13][C:14]1[CH:15]=[C:16]([CH:20]=[CH:21][CH:22]=1)[C:17](Cl)=[O:18].N1C=CC=CC=1>C(OCC)(=O)C>[ClH:13].[Cl:13][C:14]1[CH:15]=[C:16]([CH:20]=[CH:21][CH:22]=1)[C:17]([O:1][CH2:2][CH2:3][NH:4][CH3:5])=[O:18] |f:4.5|. Procedure: To a mixture of tert-butyl 2-hydroxyethyl(methyl)carbamate (1.75 g) obtained in Reference Example 1 and ethyl acetate (10 mL) were added 3-chlorobenzoyl chloride (1.92 g) and pyridine (0.97 mL). After stirring at room temperature for 1 hr., the mixture was stirred at 60° C. for 6 hrs. Ethyl acetate (80 mL) was added to the reaction mixture, and the mixture was washed with water (20 mL), a saturated aqueous sodium hydrogen carbonate solution (20 mL) and water (20 mL), and dried over anhydrous mag... Starting materials: C(CCCC)N (n-pentylamine), C1(=CC=CC=C1)C(N1N=NN=C1C1=C(C=CC=C1)C1=CC=C(C=C1)CBr)(C1=CC=CC=C1)C1=CC=CC=C1 ([[2′-(N-(triphenylmethyl)tetrazol-5-yl]-1,1′-biphenyl-4-yl]methyl] bromide), CC1=C(C(=CC(=C1)C)C)NC(OC1=CC=CC=C1)=O (phenyl 2,4,6-trimethylphenylcarbamate). Run in C(C)N(CC)CC (triethylamine). Product: C(CCCC)N(C(NC1=C(C=C(C=C1C)C)C)=O)CC1=CC=C(C=C1)C1=C(C=CC=C1)C1=NN=NN1C(C1=CC=CC=C1)(C1=CC=CC=C1)C1=CC=CC=C1 (N′-pentyl-N-(2,4,6-trimethylphenyl)-N′-[[2′-[N-(triphenylmethyl)tetrazol-5-yl]-1,1′-biphenyl-4-yl]methyl]urea). Yield: 21.7%. As a reaction SMILES: [CH2:1]([NH2:6])[CH2:2][CH2:3][CH2:4][CH3:5].[C:7]1([C:13]([C:39]2[CH:44]=[CH:43][CH:42]=[CH:41][CH:40]=2)([C:33]2[CH:38]=[CH:37][CH:36]=[CH:35][CH:34]=2)[N:14]2[C:18]([C:19]3[CH:24]=[CH:23][CH:22]=[CH:21][C:20]=3[C:25]3[CH:30]=[CH:29][C:28]([CH2:31]Br)=[CH:27][CH:26]=3)=[N:17][N:16]=[N:15]2)[CH:12]=[CH:11][CH:10]=[CH:9][CH:8]=1.[CH3:45][C:46]1[CH:51]=[C:50]([CH3:52])[CH:49]=[C:48]([CH3:53])[C:47]=1[NH:54][C:55](=O)[O:56]C1C=CC=CC=1>C(N(CC)CC)C>[CH2:1]([N:6]([CH2:31][C:28]1[CH:29]=[CH:30][C:25]([C:20]2[CH:21]=[CH:22][CH:23]=[CH:24][C:19]=2[C:18]2[N:14]([C:13]([C:7]3[CH:12]=[CH:11][CH:10]=[CH:9][CH:8]=3)([C:39]3[CH:44]=[CH:43][CH:42]=[CH:41][CH:40]=3)[C:33]3[CH:38]=[CH:37][CH:36]=[CH:35][CH:34]=3)[N:15]=[N:16][N:17]=2)=[CH:26][CH:27]=1)[C:55](=[O:56])[NH:54][C:47]1[C:48]([CH3:53])=[CH:49][C:50]([CH3:52])=[CH:51][C:46]=1[CH3:45])[CH2:2][CH2:3][CH2:4][CH3:5]. Procedure details: Using n-pentylamine (304.2 mg), triethylamine (442.2 mg), [[2′-(N-(triphenylmethyl)tetrazol-5-yl]-1,1′-biphenyl-4-yl]methyl] bromide (400 mg) and phenyl 2,4,6-trimethylphenylcarbamate (233.8 mg), N′-pentyl-N-(2,4,6-trimethylphenyl)-N′-[[2′-[N-(triphenylmethyl)tetrazol-5-yl]-1,1′-biphenyl-4-yl]methyl]urea (113 mg) was obtained by a similar procedure as in Example 1. Yield: 22%.